This data is from the Open Reaction Database (ORD), a public repository of structured organic reaction records. The task is: describe an organic reaction: reactants, conditions, products, and yield Starting materials: O=[N+]([O-])c1ccc(Br)cc1, Cc1ccccc1, CCO[PH](=O)OCC, c1ccc(P(c2ccccc2)(c2ccccc2)[Pd](P(c2ccccc2)(c2ccccc2)c2ccccc2)(P(c2ccccc2)(c2ccccc2)c2ccccc2)P(c2ccccc2)(c2ccccc2)c2ccccc2)cc1. The product is CCOP(=O)(OCC)c1ccc([N+](=O)[O-])cc1. RXN SMILES: [Br:9][c:10]1[cH:11][cH:12][c:13]([N+:16](=[O:17])[O-:18])[cH:14][cH:15]1.[CH3:19][c:20]1[cH:21][cH:22][cH:23][cH:24][cH:25]1.[PH:1]([O:2][CH2:3][CH3:4])([O:5][CH2:6][CH3:7])=[O:8].[cH:26]1[cH:27][cH:28][c:29]([P:30]([Pd:31]([P:32]([c:33]2[cH:34][cH:35][cH:36][cH:37][cH:38]2)([c:39]2[cH:40][cH:41][cH:42][cH:43][cH:44]2)[c:45]2[cH:46][cH:47][cH:48][cH:49][cH:50]2)([P:51]([c:52]2[cH:53][cH:54][cH:55][cH:56][cH:57]2)([c:58]2[cH:59][cH:60][cH:61][cH:62][cH:63]2)[c:64]2[cH:65][cH:66][cH:67][cH:68][cH:69]2)[P:70]([c:71]2[cH:72][cH:73][cH:74][cH:75][cH:76]2)([c:77]2[cH:78][cH:79][cH:80][cH:81][cH:82]2)[c:83]2[cH:84][cH:85][cH:86][cH:87][cH:88]2)([c:89]2[cH:90][cH:91][cH:92][cH:93][cH:94]2)[c:95]2[cH:96][cH:97][cH:98][cH:99][cH:100]2)[cH:101][cH:102]1>>[P:1]([O:2][CH2:3][CH3:4])([O:5][CH2:6][CH3:7])(=[O:8])[c:10]1[cH:11][cH:12][c:13]([N+:16](=[O:17])[O-:18])[cH:14][cH:15]1. Reactants: aldehyde, CN(C=1C=C(C=O)C=CC1OCOC)C (3-dimethylamino-4-methoxymethoxybenzaldehyde), [Cl-].[NH4+] (ammonium chloride), BrC1=NC=CC=C1 (2-bromopyridine), C(CCC)[Li] (n-butyl lithium), CCCCCC (hexane), [Cl-].[NH4+] (ammonium chloride). Solvent: O1CCCC1 (tetrahydrofuran), O1CCCC1 (tetrahydrofuran). Conditions: temperature -78 celsius, time 30 minute. The product is CN(C=1C=C(C=CC1OCOC)C(O)C1=NC=CC=C1)C (1-(3-dimethylamino-4-methoxymethoxyphenyl)-1-(2-pyridyl)methanol). As a reaction SMILES: Br[C:2]1[CH:7]=[CH:6][CH:5]=[CH:4][N:3]=1.C([Li])CCC.CCCCCC.[CH3:19][N:20]([CH3:33])[C:21]1[CH:22]=[C:23]([CH:26]=[CH:27][C:28]=1[O:29][CH2:30][O:31][CH3:32])[CH:24]=[O:25].[Cl-].[NH4+]>O1CCCC1>[CH3:33][N:20]([CH3:19])[C:21]1[CH:22]=[C:23]([CH:24]([C:2]2[CH:7]=[CH:6][CH:5]=[CH:4][N:3]=2)[OH:25])[CH:26]=[CH:27][C:28]=1[O:29][CH2:30][O:31][CH3:32] |f:4.5|. Reported procedure: To a solution of 2-bromopyridine (3.05 g, 19.3 mmol) in dry tetrahydrofuran (100 ml) was added dropwise n-butyl lithium in hexane (1.6M, 12.0 ml, 19.2 mmol) under nitrogen atmosphere. After stirring at -78° C. for 30 minutes, thereto was added dropwise a solution of the aldehyde compound (Compound A) (3.00 g, 14.3 mmol) in dry tetrahydrofuran (20 ml), and the mixture was stirred at -78° C. for 2 hours. A saturated aqueous solution of ammonium chloride (10 ml) was added thereto, and the mixture w... The reactants are C1(=CC=CC=C1)CC(=O)Cl (phenylacetyl chloride), ice, O (water), C1(=CC=CC=C1)SC (Thioanisole). Solvent: C(Cl)(Cl)Cl (CHCl3). Reaction conditions: time 1.5 hour. The product is CSC1=CC=C(C=C1)C(CC1=CC=CC=C1)=O (1-(4-Methylthiophenyl)-2-phenyl-ethanone). Yield: 64.4%. Reaction SMILES: [C:1]1([CH2:7][C:8](Cl)=[O:9])[CH:6]=[CH:5][CH:4]=[CH:3][CH:2]=1.[C:11]1([S:17][CH3:18])[CH:16]=[CH:15][CH:14]=[CH:13][CH:12]=1.O>C(Cl)(Cl)Cl>[CH3:18][S:17][C:11]1[CH:16]=[CH:15][C:14]([C:8](=[O:9])[CH2:7][C:1]2[CH:6]=[CH:5][CH:4]=[CH:3][CH:2]=2)=[CH:13][CH:12]=1. Procedure: To a cold (0° C.) solution of phenylacetyl chloride (92.8 g, 0.6 mol) in CHCl3 (1.2 L) was added AICl3 (80 g, 0.6 mol) in portions. Thioanisole (62.1 g, 0.5 mol) was then added dropwise. The resulting mixture was stirred at r.t. for 1.5 h. The mixture was poured into 4 L of ice and water and extracted with CHCl3. The combined organic extracts were dried over MgSO4, filtered and concentrated. The residue was slurried in 300 mL of 20% EtOAc/hexane, filtered and washed with hexane to give 78 g of t...